Task: describe an organic reaction: reactants, conditions, products, and yield. Dataset: the Open Reaction Database (ORD), a public repository of structured organic reaction records Reported procedure: To a stirred mixture, under nitrogen, of 3.0 g of 2-fluorobenzoic acid, 2-(2-fluorophenyl)hydrazide, 3.0 g of triphenylphosphine, and 25 ml of acetonitrile was added, dropwise, 1.6 g of carbon tetrachloride. The reaction mixture was stirred for 22 hours at ambient temperature and concentrated to an oil. Flash chromatography on silica gel, eluting with 25% ethyl acetate/hexane afforded α-chloro-2-fluorobenzaldehyde, (2-fluorophenyl)hydrazone as an oil. Reactants: FC1=C(C=CC=C1)NNC(C1=C(C=CC=C1)F)=O (2-fluorobenzoic acid, 2-(2-fluorophenyl)hydrazide), C1(=CC=CC=C1)P(C1=CC=CC=C1)C1=CC=CC=C1 (triphenylphosphine), C(C)#N (acetonitrile), C(Cl)(Cl)(Cl)Cl (carbon tetrachloride). Product: ClC(C1=C(C=CC=C1)F)=O (α-chloro-2-fluorobenzaldehyde), (2-fluorophenyl)hydrazone. Reaction SMILES: FC1C=CC=CC=1NN[C:10](=[O:18])[C:11]1[CH:16]=[CH:15][CH:14]=[CH:13][C:12]=1[F:17].C1(P(C2C=CC=CC=2)C2C=CC=CC=2)C=CC=CC=1.C(#N)C.C(Cl)(Cl)(Cl)[Cl:42]>>[Cl:42][C:10](=[O:18])[C:11]1[CH:16]=[CH:15][CH:14]=[CH:13][C:12]=1[F:17]. Reaction conditions: time 22 hour. The solvent is CCOC(=O)C.CO (EtOAc MeOH). RXN SMILES: [Br:1][C:2]1[C:3]([O:12][C:13]2[CH:18]=[CH:17][CH:16]=[C:15]([CH3:19])[C:14]=2[CH3:20])=[C:4]([CH:8]=[C:9]([CH3:11])[CH:10]=1)[C:5]([OH:7])=O.S(=O)(=O)(O)O>CCOC(C)=O.CO>[Br:1][C:2]1[C:3]2[O:12][C:13]3[C:18](=[CH:17][CH:16]=[C:15]([CH3:19])[C:14]=3[CH3:20])[C:5](=[O:7])[C:4]=2[CH:8]=[C:9]([CH3:11])[CH:10]=1 |f:2.3|. Procedure: Following the method in Example 1, the crude 3-bromo-2-(2,3-dimethylphenoxy)-5-methyl-benzoic acid (16) was treated with sulfuric acid and recrystallized from EtOAc/MeOH to yield a light yellow solid, and the yield was 91%: Mp (EtOAc/MeOH) 236-238° C.; 1H-NMR [(CD3)2SO] δ 8.12 (s, 1H), 8.10 (d, J=7.9 Hz, 1H), 7.75 (d, J=7.9 Hz, 1H), 7.42 (s, 1H), 2.55 (s, 3H), 2.46 (s, 3H); 13C-NMR δ 171.6, 153.6, 152.1, 143.3, 136.9, 128.0, 125.6, 125.3, 124.5, 123.9, 120.2, 120.0, 119.7, 21.8, 20.3, 12.4. The yield is 91.0%. The product is BrC1=CC(=CC=2C(C3=CC=C(C(=C3OC12)C)C)=O)C (4-bromo-2,5,6-trimethylxanthone). Reactants: BrC=1C(=C(C(=O)O)C=C(C1)C)OC1=C(C(=CC=C1)C)C (3-bromo-2-(2,3-dimethylphenoxy)-5-methyl-benzoic acid), S(O)(O)(=O)=O (sulfuric acid). Starting materials: CC(=O)Cl, COC(COc1ccccc1)OC, O=S(Cl)Cl. Yields the product COC(Cl)COc1ccccc1. As a reaction SMILES: [CH3:18][C:19](=[O:20])[Cl:21].[CH3:1][O:2][CH:3]([CH2:4][O:5][c:6]1[cH:7][cH:8][cH:9][cH:10][cH:11]1)[O:12][CH3:13].[S:14]([Cl:15])([Cl:16])=[O:17]>>[CH3:1][O:2][CH:3]([CH2:4][O:5][c:6]1[cH:7][cH:8][cH:9][cH:10][cH:11]1)[Cl:16].